This data is from the Open Reaction Database (ORD), a public repository of structured organic reaction records. The task is: describe an organic reaction: reactants, conditions, products, and yield The reactants are CC=1C=C2C=C(NC2=C(C1)NS(=O)(=O)C=1SC=CC1)C(=O)OCC (ethyl 5-methyl-7-[(2-thienylsulfonyl)amino]-1H-indole-2-carboxylate), CO (methanol), [OH-].[K+] (potassium hydroxide), C(CC(O)(C(=O)O)CC(=O)O)(=O)O (citric acid). Run in O1CCCC1 (tetrahydrofuran). Reaction conditions: time 15 hour. Product: CC=1C=C2C=C(NC2=C(C1)NS(=O)(=O)C=1SC=CC1)C(=O)O (5-Methyl-7-[(2-thienylsulfonyl)amino]-1H-indole-2-carboxylic acid). Isolated yield 99.5%. As a reaction SMILES: [CH3:1][C:2]1[CH:3]=[C:4]2[C:8](=[C:9]([NH:11][S:12]([C:15]3[S:16][CH:17]=[CH:18][CH:19]=3)(=[O:14])=[O:13])[CH:10]=1)[NH:7][C:6]([C:20]([O:22]CC)=[O:21])=[CH:5]2.CO.[OH-].[K+].C(O)(=O)CC(CC(O)=O)(C(O)=O)O>O1CCCC1>[CH3:1][C:2]1[CH:3]=[C:4]2[C:8](=[C:9]([NH:11][S:12]([C:15]3[S:16][CH:17]=[CH:18][CH:19]=3)(=[O:14])=[O:13])[CH:10]=1)[NH:7][C:6]([C:20]([OH:22])=[O:21])=[CH:5]2 |f:2.3|. Procedure details: To a mixed solution of ethyl 5-methyl-7-[(2-thienylsulfonyl)amino]-1H-indole-2-carboxylate (0.80 g) in tetrahydrofuran (15 mL)-methanol (15 mL) was added aqueous solution (5 mL) of 85% potassium hydroxide (0.65 g), and the mixture was stirred at room temperature for 15 hr. Aqueous citric acid solution was added to the reaction mixture, and the mixture was extracted with ethyl acetate, washed with saturated brine, dried over anhydrous magnesium sulfate, and concentrated under reduced pressure. Th... The reactants are CNc1ccc(Cl)cc1C(=O)N(CCc1cccc(C(F)(F)F)c1)Cc1ccc(OCc2ccccc2)cc1, CCOC(C)=O. Product: CNc1ccc(Cl)cc1C(=O)N(CCc1cccc(C(F)(F)F)c1)Cc1ccc(O)cc1. As a reaction SMILES: [CH2:1]([c:2]1[cH:3][cH:4][cH:5][cH:6][cH:7]1)[O:8][c:9]1[cH:10][cH:11][c:12]([CH2:13][N:14]([C:15]([c:16]2[c:17]([NH:23][CH3:24])[cH:18][cH:19][c:20]([Cl:22])[cH:21]2)=[O:25])[CH2:26][CH2:27][c:28]2[cH:29][c:30]([C:34]([F:35])([F:36])[F:37])[cH:31][cH:32][cH:33]2)[cH:38][cH:39]1.[CH2:40]([O:41][C:42](=[O:43])[CH3:44])[CH3:45]>>[OH:8][c:9]1[cH:10][cH:11][c:12]([CH2:13][N:14]([C:15]([c:16]2[c:17]([NH:23][CH3:24])[cH:18][cH:19][c:20]([Cl:22])[cH:21]2)=[O:25])[CH2:26][CH2:27][c:28]2[cH:29][c:30]([C:34]([F:35])([F:36])[F:37])[cH:31][cH:32][cH:33]2)[cH:38][cH:39]1. The reactants are NC=1SC=C(N1)/C(/C(=O)N[C@H]1[C@@H]2N(C(=C(CS2)CSC2=CN=NS2)C(=O)[O-])C1=O)=N/OC(SC1=CC(=C(C=C1)OC(C)=O)OC(C)=O)C(=O)OC(C)(C)C (7β-[(Z)-2-(2-amino-4-thiazolyl)-2-[[(R S)-(tert-butoxycarbonyl)(3,4-diacetoxyphenylthio)methoxy]imino]acetamido]-3-(1,2,3-thiadiazol-5-yl)thiomethyl-3-cephem-4-carboxylate), C(O)([O-])=O.[Na+] (sodium hydrogen carbonate). Run in O (water). Reaction conditions: time 2.5 hour. The product is NC=1SC=C(N1)/C(/C(=O)N[C@H]1[C@@H]2N(C(=C(CS2)CSC2=CN=NS2)C(=O)[O-])C1=O)=N/OC(SC1=CC(=C(C=C1)O)O)C(=O)O.[Na+].[Na+].NC=1SC=C(N1)/C(/C(=O)N[C@H]1[C@@H]2N(C(=C(CS2)CSC2=CN=NS2)C(=O)[O-])C1=O)=N/OC(C(=O)O)SC1=CC(=C(C=C1)O)O (disodium 7β-[(Z)-2-(2-amino-4-thiazolyl)-2-[[(R S)-(carboxy)(3,4-dihydroxyphenylthio)methoxy]imino]acetamido]-3-(1,2,3-thiadiazol-5-yl)thiomethyl-3-cephem-4-carboxylate). RXN SMILES: [NH2:1][C:2]1[S:3][CH:4]=[C:5](/[C:7](=[N:30]/[O:31][CH:32]([C:48]([O:50]C(C)(C)C)=[O:49])[S:33][C:34]2[CH:39]=[CH:38][C:37]([O:40]C(=O)C)=[C:36]([O:44]C(=O)C)[CH:35]=2)/[C:8]([NH:10][C@@H:11]2[C:28](=[O:29])[N:13]3[C:14]([C:25]([O-:27])=[O:26])=[C:15]([CH2:18][S:19][C:20]4[S:24][N:23]=[N:22][CH:21]=4)[CH2:16][S:17][C@H:12]23)=[O:9])[N:6]=1.C(=O)([O-])O.[Na+:59]>O>[NH2:1][C:2]1[S:3][CH:4]=[C:5](/[C:7](=[N:30]/[O:31][CH:32]([C:48]([OH:50])=[O:49])[S:33][C:34]2[CH:39]=[CH:38][C:37]([OH:40])=[C:36]([OH:44])[CH:35]=2)/[C:8]([NH:10][C@@H:11]2[C:28](=[O:29])[N:13]3[C:14]([C:25]([O-:27])=[O:26])=[C:15]([CH2:18][S:19][C:20]4[S:24][N:23]=[N:22][CH:21]=4)[CH2:16][S:17][C@H:12]23)=[O:9])[N:6]=1.[Na+:59].[Na+:59].[NH2:1][C:2]1[S:3][CH:4]=[C:5](/[C:7](=[N:30]/[O:31][CH:32]([S:33][C:34]2[CH:39]=[CH:38][C:37]([OH:40])=[C:36]([OH:44])[CH:35]=2)[C:48]([OH:50])=[O:49])/[C:8]([NH:10][C@@H:11]2[C:28](=[O:29])[N:13]3[C:14]([C:25]([O-:27])=[O:26])=[C:15]([CH2:18][S:19][C:20]4[S:24][N:23]=[N:22][CH:21]=4)[CH2:16][S:17][C@H:12]23)=[O:9])[N:6]=1 |f:1.2,4.5.6.7|. Reported procedure: 950 mg of 7β-[(Z)-2-(2-amino-4-thiazolyl)-2-[[(R S)-(tert-butoxycarbonyl)(3,4-diacetoxyphenylthio)methoxy]imino]acetamido]-3-(1,2,3-thiadiazol-5-yl)thiomethyl-3-cephem-4-carboxylate obtained from Example 22 was suspended in 30 ml of water, and saturated sodium hydrogen carbonate aqueous solution was added therein at the room temperature in order to make pH 8. After stirring for 2.5 hrs. at the room temperature, the aqueous solution was adsorbed on Diaion HP-20 and was eluted with water-methanol.... The reactants are IC=1C=CC=C(C1C(=O)O)C(=O)NC1=C(C=C(C=C1)C(C(F)(F)F)(C(F)(F)F)F)C (6-iodo-N-{2-methyl-4-[1,2,2,2-tetrafluoro-1-(trifluoromethyl)ethyl]phenyl}phthalamic acid), FC(C(=O)OC(C(F)(F)F)=O)(F)F (trifluoroacetic anhydride), ice water. Solvent: C(C)(C)(C)OC (methyl t-butyl ether), C(C)(C)(C)OC (methyl t-butyl ether). Conditions: time 3 hour. Yields the product IC1=CC=CC2=C1C(OC2=NC2=C(C=C(C=C2)C(C(F)(F)F)(C(F)(F)F)F)C)=O (1,3-dihydro-7-iodo-3-{2-methyl-4-[1,2,2,2-tetrafluoro-1-(trifluoro-methyl)ethyl]phenylimino}-2-benzofuran-1-one). Isolated yield 94.1%. RXN SMILES: [I:1][C:2]1[CH:3]=[CH:4][CH:5]=[C:6]([C:11]([NH:13][C:14]2[CH:19]=[CH:18][C:17]([C:20]([F:29])([C:25]([F:28])([F:27])[F:26])[C:21]([F:24])([F:23])[F:22])=[CH:16][C:15]=2[CH3:30])=[O:12])[C:7]=1[C:8](O)=[O:9].FC(F)(F)C(OC(=O)C(F)(F)F)=O>C(OC)(C)(C)C>[I:1][C:2]1[C:7]2[C:8](=[O:9])[O:12][C:11](=[N:13][C:14]3[CH:19]=[CH:18][C:17]([C:20]([F:29])([C:25]([F:26])([F:27])[F:28])[C:21]([F:23])([F:24])[F:22])=[CH:16][C:15]=3[CH3:30])[C:6]=2[CH:5]=[CH:4][CH:3]=1. Reported procedure: In methyl t-butyl ether (60 ml) was suspended 5.47 g (10 mmol) of 6-iodo-N-{2-methyl-4-[1,2,2,2-tetrafluoro-1-(trifluoromethyl)ethyl]phenyl}phthalamic acid, and a solution of 3.15 g (15 mmol) of trifluoroacetic anhydride in methyl t-butyl ether was slowly dropped thereinto. The resulting mixture was stirred at room temperature for 3 hours and then poured into ice water, followed by three runs of extraction with ethyl acetate. The extract solution was washed twice with saturated aqueous sodium hy... Reactants: CCN=C=NCCCN(C)C, CCOC(C)=O, CCN(C(C)C)C(C)C, CC1CCC(N)C(O)CN1S(=O)(=O)c1ccccn1, CN(C)C=O, On1nnc2ccccc21, CC(C)CC(C(=O)O)c1cccc(-c2ccccc2)c1. Yields the product CC(C)CC(C(=O)NC1CCC(C)N(S(=O)(=O)c2ccccn2)CC1O)c1cccc(-c2ccccc2)c1. Reaction SMILES: [CH3:40][CH2:41][N:42]=[C:43]=[N:44][CH2:45][CH2:46][CH2:47][N:48]([CH3:49])[CH3:50].[CH3:75][CH2:76][O:77][C:78]([CH3:79])=[O:80].[CH:61]([N:62]([CH:63]([CH3:64])[CH3:65])[CH2:66][CH3:67])([CH3:68])[CH3:69].[NH2:21][CH:22]1[CH:23]([OH:39])[CH2:24][N:25]([S:30](=[O:31])(=[O:32])[c:33]2[n:34][cH:35][cH:36][cH:37][cH:38]2)[CH:26]([CH3:29])[CH2:27][CH2:28]1.[O:70]=[CH:71][N:72]([CH3:73])[CH3:74].[OH:51][n:52]1[c:53]2[c:54]([cH:55][cH:56][cH:57][cH:58]2)[n:59][n:60]1.[c:1]1(-[c:15]2[cH:16][cH:17][cH:18][cH:19][cH:20]2)[cH:2][c:3]([CH:7]([C:8](=[O:9])[OH:10])[CH2:11][CH:12]([CH3:13])[CH3:14])[cH:4][cH:5][cH:6]1>>[c:1]1(-[c:15]2[cH:16][cH:17][cH:18][cH:19][cH:20]2)[cH:2][c:3]([CH:7]([C:8](=[O:9])[NH:21][CH:22]2[CH:23]([OH:39])[CH2:24][N:25]([S:30](=[O:31])(=[O:32])[c:33]3[n:34][cH:35][cH:36][cH:37][cH:38]3)[CH:26]([CH3:29])[CH2:27][CH2:28]2)[CH2:11][CH:12]([CH3:13])[CH3:14])[cH:4][cH:5][cH:6]1. Reactants: COC1=CC=C(C=C1)/C(=C/C=C/C(=O)O)/C=1SC=CC1 ((2E,4Z)-5-(4-methoxyphenyl)-5-(2-thienyl)-2,4-pentadienoic acid), [N+](=O)([O-])C1=CC=C(C=C1)O (4-nitrophenol), C1(CCCCC1)N=C=NC1CCCCC1 (1,3-dicyclohexylcarbodiimide). The solvent is ClCCl (dichloromethane). Run at time 18 hour. Yields the product [N+](=O)([O-])C1=CC=C(C=C1)OC(\C=C\C=C(/C=1SC=CC1)\C1=CC=C(C=C1)OC)=O ((2E,4Z)-5-(4-methoxyphenyl)-5-(2-thienyl)-2,4-pentadienoic acid 4-nitrophenyl ester). Isolated yield 57.9%. As a reaction SMILES: [CH3:1][O:2][C:3]1[CH:8]=[CH:7][C:6](/[C:9](/[C:16]2[S:17][CH:18]=[CH:19][CH:20]=2)=[CH:10]/[CH:11]=[CH:12]/[C:13]([OH:15])=[O:14])=[CH:5][CH:4]=1.[N+:21]([C:24]1[CH:29]=[CH:28][C:27](O)=[CH:26][CH:25]=1)([O-:23])=[O:22].C1(N=C=NC2CCCCC2)CCCCC1>ClCCl>[N+:21]([C:24]1[CH:29]=[CH:28][C:27]([O:14][C:13](=[O:15])/[CH:12]=[CH:11]/[CH:10]=[C:9](/[C:6]2[CH:5]=[CH:4][C:3]([O:2][CH3:1])=[CH:8][CH:7]=2)\[C:16]2[S:17][CH:18]=[CH:19][CH:20]=2)=[CH:26][CH:25]=1)([O-:23])=[O:22]. Procedure: As in Example 115, (2E,4Z)-5-(4-methoxyphenyl)-5-(2-thienyl)-2,4-pentadienoic acid (1.76 g) and 4-nitrophenol (1 g) in 20 mL of dichloromethane was treated with 1,3-dicyclohexylcarbodiimide (1.24 g). The mixture was stirred at room temperature for 18 hours then, after the usual work up, the ester was crystallized from 2-propanol to yield 1.45 g of (2E,4Z)-5-(4-methoxyphenyl)-5-(2-thienyl)-2,4-pentadienoic acid 4-nitrophenyl ester, mp 113°-115° C. A sample was recrystallized from 2-propanol to gi... The reactants are CC1=CC=CC(=C1)C(=O)C (3-methylacetophenone), C1(=CC=CC=C1)C (toluene), CC(=O)O (AcOH), [H-].[Na+] (NaH), CO(OEt)2, C1(=CC=CC=C1)C (toluene). Run at time 30 minute. Yields the product CC=1C=C(C(=O)CC(=O)OCC)C=CC1 (Ethyl 3-methyl-benzoyl-acetate). Isolated yield 46.9%. RXN SMILES: [H-].[Na+].[CH3:3][C:4]1[CH:9]=[C:8]([C:10]([CH3:12])=[O:11])[CH:7]=[CH:6][CH:5]=1.C[C:14]([OH:16])=[O:15].[C:17]1(C)C=CC=C[CH:18]=1>>[CH3:3][C:4]1[CH:9]=[C:8]([CH:7]=[CH:6][CH:5]=1)[C:10]([CH2:12][C:14]([O:16][CH2:17][CH3:18])=[O:15])=[O:11] |f:0.1|. Procedure details: To a vigorously stirred suspension of NaH (564 mg, 48.5 mmol) and CO(OEt)2 (5.73 g, 48.5 mmol) in anhydrous toluene (50 ml) was added dropwise a solution of 3-methylacetophenone (4.33 g, 32.3 mmole) in toluene under reflux. The mixture was allowed to reflux and was stirred for 30 min after the addition was complete. When cooled to room temperature, the mixture was acidified with glacial AcOH. After ice-cold water was added, the mixture was extracted with toluene. The organic layer was dried over...